Dataset: the Open Reaction Database (ORD), a public repository of structured organic reaction records. Task: describe an organic reaction: reactants, conditions, products, and yield Reported procedure: Magnesium (17 μg, 0.69 mmol) was placed in a screwcap reaction tube, and a solution of (4-bromo-2-methoxyphenyl)(methyl)sulfane (308e, 100 μg, 0.43 mmol) in tetrahydrofuran (1 mL) was added, followed by a small crystal of iodine. The tube was sealed and flushed with argon. The mixture was stirred at 60° C. overnight. After cooling (S)-tert-butyl 1-(methoxy(methyl)amino)-1-oxopropan-2-ylcarbamate (35 μg, 150 μmol) was added as a solid, and the mixture was stirred at r.t. for 1 h. Then the solvent... The product is COC=1C=C(C=CC1SC)C([C@@H](C)NC(OC(C)(C)C)=O)=O ((R)-t-Butyl 1-(3-methoxy-4-(methylthio)phenyl)-1-oxopropan-2-ylcarbamate). Starting materials: [Mg] (Magnesium), BrC1=CC(=C(C=C1)SC)OC ((4-bromo-2-methoxyphenyl)(methyl)sulfane), CON(C([C@H](C)NC(OC(C)(C)C)=O)=O)C ((S)-tert-butyl 1-(methoxy(methyl)amino)-1-oxopropan-2-ylcarbamate), II (iodine). As a reaction SMILES: [Mg].Br[C:3]1[CH:8]=[CH:7][C:6]([S:9][CH3:10])=[C:5]([O:11][CH3:12])[CH:4]=1.II.CON(C)[C:18](=[O:29])[C@@H:19]([NH:21][C:22](=[O:28])[O:23][C:24]([CH3:27])([CH3:26])[CH3:25])[CH3:20]>O1CCCC1>[CH3:12][O:11][C:5]1[CH:4]=[C:3]([C:18](=[O:29])[C@H:19]([NH:21][C:22](=[O:28])[O:23][C:24]([CH3:26])([CH3:25])[CH3:27])[CH3:20])[CH:8]=[CH:7][C:6]=1[S:9][CH3:10]. Reaction conditions: temperature 60 celsius, time 8 hour. Run in O1CCCC1 (tetrahydrofuran).